The task is: describe an organic reaction: reactants, conditions, products, and yield. This data is from the Open Reaction Database (ORD), a public repository of structured organic reaction records. The reactants are Cl.Cl.NC1=C(C(=N)N)C=CC=C1 (2-aminobenzamidine dihydrochloride), C(C1=CC=CC=C1)N1CCC(CC1)=O (N-benzyl4-piperidone). Run in C(C)O (ethanol), Cl (HCl). The product is Cl.Cl.C1(=CC=CC=C1)CN1CCC2(NC3=CC=CC=C3C(=N2)N)CC1 (1-(Phenylmethyl)spiro[piperidine-4,2'(1'H)-quinazoline]-4'-amine dihydrochloride). As a reaction SMILES: [ClH:1].Cl.[NH2:3][C:4]1[CH:12]=[CH:11][CH:10]=[CH:9][C:5]=1[C:6]([NH2:8])=[NH:7].[CH2:13]([N:20]1[CH2:25][CH2:24][C:23](=O)[CH2:22][CH2:21]1)[C:14]1[CH:19]=[CH:18][CH:17]=[CH:16][CH:15]=1>C(O)C.Cl>[ClH:1].[ClH:1].[C:14]1([CH2:13][N:20]2[CH2:25][CH2:24][C:23]3([N:7]=[C:6]([NH2:8])[C:5]4[C:4](=[CH:12][CH:11]=[CH:10][CH:9]=4)[NH:3]3)[CH2:22][CH2:21]2)[CH:19]=[CH:18][CH:17]=[CH:16][CH:15]=1 |f:0.1.2,6.7.8|. Procedure: A solution of 2-aminobenzamidine dihydrochloride (2.0 g, 9.6 mmol) and N-benzyl4-piperidone (2.1 ml, 11.5 mmol) in ethanol (40 ml) and HCl (1M in Et2O, 5 ml) was heated at 70° C. for 20 h. Evaporation and flash column chromatography on untreated alumina eluting with DCM/methanol (10:1) gave after trituration from ether a yellow solid, MS (+EI) 307 ([M+H]+), 1H NMR (d6 -DMSO) 9.99 (1H, s), 9.1 (1H, s), 8.5 (1H, s), 7.81 (1H, d), 7.53 (1H, s), 7.46 (1H, t), 7.2-7.4 (5H, m), 6.89 (1H, d), 6.79 (1H,... Reactants: [I-].N[N+]1=CC=CC=C1 (N-aminopyridinium iodide), [OH-].[Na+] (sodium hydroxide), ClC1=CC=C(N=N1)C#CC1=CC=CC=C1 (6-chloro-3-(2-phenylethynyl)pyridazine), C1(=CC=CC=C1)C#CC=1N=NC(=CC1)C#CC1=CC=CC=C1 (3,6-bis(2-phenylethynyl)pyridazine). The reagents and catalysts are [Cl-].C(C1=CC=CC=C1)[N+](C)(C)C (benzyltrimethylammonium chloride). Run in ClCCl (dichloromethane), O (water), O (water), ClCCl (dichloromethane). The product is ClC=1N=NC(=CC1)C=1C(=NN2C1C=CC=C2)C2=CC=CC=C2 (3-(3-chloropyridazin-6-yl)-2-phenylpyrazolo[1,5-a]pyridine), C1(=CC=CC=C1)C#CC=1N=NC(=CC1)C=1C(=NN2C1C=CC=C2)C2=CC=CC=C2 (3-[3-(2-phenylethynyl)pyridazin-6-yl]-2-phenylpyrazolo[1,5-a]pyridine). As a reaction SMILES: [Cl:1][C:2]1[N:7]=[N:6][C:5]([C:8]#[C:9][C:10]2[CH:15]=[CH:14][CH:13]=[CH:12][CH:11]=2)=[CH:4][CH:3]=1.[C:16]1([C:22]#[C:23][C:24]2[N:25]=[N:26][C:27]([C:30]#[C:31][C:32]3[CH:37]=[CH:36][CH:35]=[CH:34][CH:33]=3)=[CH:28][CH:29]=2)[CH:21]=[CH:20][CH:19]=[CH:18][CH:17]=1.[I-].[NH2:39][N+:40]1[CH:45]=[CH:44][CH:43]=[CH:42][CH:41]=1.[OH-].[Na+]>[Cl-].C([N+](C)(C)C)C1C=CC=CC=1.ClCCl.O>[Cl:1][C:2]1[N:7]=[N:6][C:5]([C:8]2[C:9]([C:10]3[CH:11]=[CH:12][CH:13]=[CH:14][CH:15]=3)=[N:26][N:25]3[CH:24]=[CH:23][CH:22]=[CH:16][C:21]=23)=[CH:4][CH:3]=1.[C:16]1([C:22]#[C:23][C:24]2[N:25]=[N:26][C:27]([C:30]3[C:31]([C:32]4[CH:37]=[CH:36][CH:35]=[CH:34][CH:33]=4)=[N:39][N:40]4[CH:45]=[CH:44][CH:43]=[CH:42][C:41]=34)=[CH:28][CH:29]=2)[CH:17]=[CH:18][CH:19]=[CH:20][CH:21]=1 |f:2.3,4.5,6.7|. Reported procedure: A 4:1 mixture of 6-chloro-3-(2-phenylethynyl)pyridazine and 3,6-bis(2-phenylethynyl)pyridazine (10.2 g) was stirred in a two-phase mixture of N-aminopyridinium iodide (90% purity; 11 g), benzyltrimethylammonium chloride (1.4 g), sodium hydroxide (5.9 g), dichloromethane (51 ml), and water (51 ml) at ambient temperature for an hour. The reaction mixture was diluted with dichloromethane and water. The organic layer was separated, and the aqueous layer was extracted once with dichloromethane. The c... Starting materials: Cc1ccccc1, CC(=O)CCCC#CCCC(=O)O, [Pd], c1ccc2ncccc2c1. Yields the product CC(=O)CCCC=CCCC(=O)O. As a reaction SMILES: [CH3:24][c:25]1[cH:26][cH:27][cH:28][cH:29][cH:30]1.[O:1]=[C:2]([CH2:3][CH2:4][CH2:5][C:6]#[C:7][CH2:8][CH2:9][C:10](=[O:11])[OH:12])[CH3:13].[Pd:31].[cH:14]1[cH:15][c:16]2[c:17]([n:18][cH:19][cH:20][cH:21]2)[cH:22][cH:23]1>>[O:1]=[C:2]([CH2:3][CH2:4][CH2:5][CH:6]=[CH:7][CH2:8][CH2:9][C:10](=[O:11])[OH:12])[CH3:13]. RXN SMILES: [Br:15][c:16]1[cH:17][cH:18][c:19]([C:22]([C:23]([F:24])([F:25])[F:26])([CH3:27])[OH:28])[cH:20][cH:21]1.[CH3:125][c:126]1[cH:127][cH:128][cH:129][cH:130][cH:131]1.[CH3:1][CH:2]1[CH2:3][N:4]([C:8](=[O:9])[O:10][C:11]([CH3:12])([CH3:13])[CH3:14])[CH2:5][CH2:6][NH:7]1.[CH3:29][C:30]([CH3:31])([O-:32])[CH3:33].[CH:35]1([P:36]([CH:37]2[CH2:38][CH2:39][CH2:40][CH2:41][CH2:42]2)[c:43]2[cH:44][cH:45][cH:46][cH:47][c:48]2-[c:49]2[c:50]([O:51][CH:52]([CH3:53])[CH3:54])[cH:55][cH:56][cH:57][c:58]2[O:59][CH:60]([CH3:61])[CH3:62])[CH2:63][CH2:64][CH2:65][CH2:66][CH2:67]1.[Na+:34].[O:107]=[C:108]([CH:109]=[CH:110][c:111]1[cH:112][cH:113][cH:114][cH:115][cH:116]1)[CH:117]=[CH:118][c:119]1[cH:120][cH:121][cH:122][cH:123][cH:124]1.[O:71]=[C:72]([CH:73]=[CH:74][c:75]1[cH:76][cH:77][cH:78][cH:79][cH:80]1)[CH:81]=[CH:82][c:83]1[cH:84][cH:85][cH:86][cH:87][cH:88]1.[O:89]=[C:90]([CH:91]=[CH:92][c:93]1[cH:94][cH:95][cH:96][cH:97][cH:98]1)[CH:99]=[CH:100][c:101]1[cH:102][cH:103][cH:104][cH:105][cH:106]1.[OH2:68].[Pd:69].[Pd:70]>>[CH3:1][CH:2]1[CH2:3][N:4]([C:8](=[O:9])[O:10][C:11]([CH3:12])([CH3:13])[CH3:14])[CH2:5][CH2:6][N:7]1[c:16]1[cH:17][cH:18][c:19]([C:22]([C:23]([F:24])([F:25])[F:26])([CH3:27])[OH:28])[cH:20][cH:21]1. The reactants are CC(O)(c1ccc(Br)cc1)C(F)(F)F, Cc1ccccc1, CC1CN(C(=O)OC(C)(C)C)CCN1, CC(C)(C)[O-], CC(C)Oc1cccc(OC(C)C)c1-c1ccccc1P(C1CCCCC1)C1CCCCC1, [Na+], O=C(C=Cc1ccccc1)C=Cc1ccccc1, O=C(C=Cc1ccccc1)C=Cc1ccccc1, O=C(C=Cc1ccccc1)C=Cc1ccccc1, O, [Pd], [Pd]. Yields the product CC1CN(C(=O)OC(C)(C)C)CCN1c1ccc(C(C)(O)C(F)(F)F)cc1. Reactants: CC(=O)Br, COC12CCC(CC1)CC2, [Cl-], O. The product is BrC12CCC(CC1)CC2. RXN SMILES: [C:11](=[O:12])([CH3:13])[Br:14].[CH3:1][O:2][C:3]12[CH2:4][CH2:5][CH:6]([CH2:7][CH2:8]1)[CH2:9][CH2:10]2.[Cl-:15].[OH2:16]>>[C:3]12([Br:14])[CH2:4][CH2:5][CH:6]([CH2:7][CH2:8]1)[CH2:9][CH2:10]2. Reactants: amide, CN(C(=O)C1=CC2=C(N=C(N=C2)NC2=NC=C(C=C2)C(=O)N2CC3CCC(C2)N3)N1C1CCCC1)C (7-Cyclopentyl-2-[5-(3,8-diaza-bicyclo[3.2.1]octane-3-carbonyl)-pyridin-2-ylamino]-7H-pyrrolo[2,3-d]pyrimidine-6-carboxylic acid dimethylamide), C(=O)(OC(C)(C)C)N[C@H](CCSC)C(=O)O (BOC-D-Methionine). Product: C(C)(C)(C)OC(N[C@H](CCSC)C(=O)N1C2CN(CC1CC2)C(=O)C=2C=NC(=CC2)NC=2N=CC1=C(N2)N(C(=C1)C(N(C)C)=O)C1CCCC1)=O (((R)-1-{3-[6-(7-Cyclopentyl-6-dimethylcarbamoyl-7H-pyrrolo[2,3-d]pyrimidin-2-ylamino)-pyridine-3-carbonyl]-3,8-diaza-bicyclo[3.2.1]octane-8-carbonyl}-3-methylsulfanyl-propyl)-carbamic acid tert-butyl ester). Yield: 68.0%. RXN SMILES: [CH3:1][N:2]([CH3:36])[C:3]([C:5]1[N:30]([CH:31]2[CH2:35][CH2:34][CH2:33][CH2:32]2)[C:8]2[N:9]=[C:10]([NH:13][C:14]3[CH:19]=[CH:18][C:17]([C:20]([N:22]4[CH2:28][CH:27]5[NH:29][CH:24]([CH2:25][CH2:26]5)[CH2:23]4)=[O:21])=[CH:16][N:15]=3)[N:11]=[CH:12][C:7]=2[CH:6]=1)=[O:4].[C:37]([NH:44][C@@H:45]([C:50](O)=[O:51])[CH2:46][CH2:47][S:48][CH3:49])([O:39][C:40]([CH3:43])([CH3:42])[CH3:41])=[O:38]>>[C:40]([O:39][C:37](=[O:38])[NH:44][C@@H:45]([C:50]([N:29]1[CH:24]2[CH2:25][CH2:26][CH:27]1[CH2:28][N:22]([C:20]([C:17]1[CH:16]=[N:15][C:14]([NH:13][C:10]3[N:11]=[CH:12][C:7]4[CH:6]=[C:5]([C:3](=[O:4])[N:2]([CH3:36])[CH3:1])[N:30]([CH:31]5[CH2:35][CH2:34][CH2:33][CH2:32]5)[C:8]=4[N:9]=3)=[CH:19][CH:18]=1)=[O:21])[CH2:23]2)=[O:51])[CH2:46][CH2:47][S:48][CH3:49])([CH3:43])([CH3:41])[CH3:42]. Procedure: Following general amide formation method 1, 7-Cyclopentyl-2-[5-(3,8-diaza-bicyclo[3.2.1]octane-3-carbonyl)-pyridin-2-ylamino]-7H-pyrrolo[2,3-d]pyrimidine-6-carboxylic acid dimethylamide (100 mg, 0.205 mmol, 1.0 eq) was combined with BOC-D-Methionine (51 mg, 0.205 mmol, 1.0 eq) which gave ((R)-1-{3-[6-(7-Cyclopentyl-6-dimethylcarbamoyl-7H-pyrrolo[2,3-d]pyrimidin-2-ylamino)-pyridine-3-carbonyl]-3,8-diaza-bicyclo[3.2.1]octane-8-carbonyl}-3-methylsulfanyl-propylycarbamic acid tert-butyl ester (105 m... Starting materials: CC(Cl)c1cccnc1, OC1CCC2=C(C(OC)=O)C=CC=C21. The reagents and catalysts are O=C([O-])[O-].[Cs+].[Cs+] (cesium carbonate), [I-].[K+] (potassium iodide). Solvent: CN(C)C=O (DMF), CN(C)C=O (dmf), CN(C)C=O (DMF). Run at temperature 70 celsius, time 16 hour. Yields the product O=C(OC)C%31=C(C%32=CC=C%31)CCC%32OC(C)C%33=CC=CN=C%33. The solvent is C(C)O (ethanol). As a reaction SMILES: [CH3:1][C:2]1([CH3:13])[CH:11]=[C:10]([CH3:12])[C:9]2[C:4](=[CH:5][CH:6]=[CH:7][CH:8]=2)[NH:3]1.[H][H]>C(O)C.[Pd]>[CH3:1][C:2]1([CH3:13])[CH2:11][CH:10]([CH3:12])[C:9]2[C:4](=[CH:5][CH:6]=[CH:7][CH:8]=2)[NH:3]1. Yields the product CC1(NC2=CC=CC=C2C(C1)C)C (2,2,4-trimethyl-1,2,3,4-tetrahydroquinoline). Procedure: In 10 ml of ethanol was dissolved 2.0 g (11.5 millimoles) of 1,2-dihydro-2,2,4-trimethylquinoline, and 0.4 g of 10% Pd-C was added to the solution and reaction was carried out at 60° C. in a hydrogen atmosphere for 7 hours. The catalyst was removed by filtration and the filtrate was concentrated under reduced pressure to obtain 1.8 g (the yield was 89%) of 2,2,4-trimethyl-1,2,3,4-tetrahydroquinoline in the form of a light-brown oil. To 0.5 g (3.7 millimoles) of 4-hydroxymethylimidazole hydrochlo... Starting materials: CC1(NC2=CC=CC=C2C(=C1)C)C (1,2-dihydro-2,2,4-trimethylquinoline), [H][H] (hydrogen). Reagents/catalysts: [Pd] (Pd-C). Isolated yield 89.0%. The reactants are O=CC1=CC(O)=C(OC)C=C1 (Isovanillin), [N+](=O)(O)[O-] (nitric acid). The solvent is C(C)(=O)O (acetic acid). Run at temperature 27.5 celsius. Product: [N+](=O)([O-])C=1C(=C(C=C(C=O)C1)O)OC (5-nitro isovanillin). Isolated yield 65.0%. Reaction SMILES: [O:1]=[CH:2][C:3]1[CH:11]=[CH:10][C:7]([O:8][CH3:9])=[C:5]([OH:6])[CH:4]=1.[N+:12]([O-])([OH:14])=[O:13]>C(O)(=O)C>[N+:12]([C:10]1[C:7]([O:8][CH3:9])=[C:5]([OH:6])[CH:4]=[C:3]([CH:11]=1)[CH:2]=[O:1])([O-:14])=[O:13]. Procedure: Isovanillin (500 gm) and acetic acid (1750 ml) were cooled to −5 to 0° C. To this solution, nitric acid (750 ml) was charged slowly at −5 to 0° C. with stirring. The temperature of the reaction mass was slowly raised to 25-30° C. and maintained for 12 hours. The reaction mass was quenched into ice water (4 kg), the solids filtered and washed with water (2 lt). The solids were stirred with a 1% sodium bicarbonate solution (1 lt), filtered and dried at 45-50° C. The solid was dissolved in 6 volume... Starting materials: C(=O)([O-])[O-].[K+].[K+] (K2CO3), CN1C2=C(C=3C=C(C=CC13)O)CC(C2)CNC (1,2,3,4-tetrahydro-4-methyl-2-[(methylamino)methyl]cyclopent[b]indol-7-ol), CN=C=O (methyl isocyanate). Run in O1CCCC1 (tetrahydrofuran). Reaction conditions: time 2 hour. Product: CNC(OC1=CC=2C3=C(N(C2C=C1)C)CC(C3)CNC)=O (1,2,3,4-Tetrahydro-4-methyl-2-[(methylamino)methyl]cyclopent[b]indol-7-yl methylcarbamate). As a reaction SMILES: [CH3:1][N:2]1[C:10]2[CH:9]=[CH:8][C:7]([OH:11])=[CH:6][C:5]=2[C:4]2[CH2:12][CH:13]([CH2:15][NH:16][CH3:17])[CH2:14][C:3]1=2.C([O-])([O-])=O.[K+].[K+].[CH3:24][N:25]=[C:26]=[O:27]>O1CCCC1>[CH3:24][NH:25][C:26](=[O:27])[O:11][C:7]1[CH:8]=[CH:9][C:10]2[N:2]([CH3:1])[C:3]3[CH2:14][CH:13]([CH2:15][NH:16][CH3:17])[CH2:12][C:4]=3[C:5]=2[CH:6]=1 |f:1.2.3|. Reported procedure: To a solution of 1,2,3,4-tetrahydro-4-methyl-2-[(methylamino)methyl]cyclopent[b]indol-7-ol (1.7 g, 0.007 mole) in 30 ml of tetrahydrofuran, was added milled K2CO3 (1.2 g, 0.01 mole), followed by methyl isocyanate (0.4 ml, 0.07 mole). After stirring at ambient temperature for two hours, the mixture was filtered, and the filtrate concentrated to a yellow oil (~2 g), which was dissolved in ethyl acetate then washed with water and then dried over anhydrous MgSO4. After filtering, the solvent was eva...